This data is from the Open Reaction Database (ORD), a public repository of structured organic reaction records. The task is: describe an organic reaction: reactants, conditions, products, and yield Reactants: O=C(C(=O)N)C1=CNC2=CN=CC=C21 (2-oxo-2-(1H-pyrrolo[2,3-c]pyridin-3-yl)acetamide), [H-].[Al+3].[Li+].[H-].[H-].[H-] (lithium aluminum hydride). Run in CCOCC (ether). Reaction conditions: temperature 0 celsius. Product: NCCC1=CNC2=CN=CC=C12 (6-azatryptamine). As a reaction SMILES: O=[C:2]([C:6]1[C:14]2[C:9](=[CH:10][N:11]=[CH:12][CH:13]=2)[NH:8][CH:7]=1)[C:3]([NH2:5])=O.[H-].[Al+3].[Li+].[H-].[H-].[H-]>CCOCC>[NH2:5][CH2:3][CH2:2][C:6]1[C:14]2[C:9](=[CH:10][N:11]=[CH:12][CH:13]=2)[NH:8][CH:7]=1 |f:1.2.3.4.5.6|. Procedure details: A solution of 2-oxo-2-(1H-pyrrolo[2,3-c]pyridin-3-yl)acetamide (1 eq.) in ether is treated with lithium aluminum hydride (4 eq.), heated at reflux temperature for 8 h, cooled to 0° C. and quenched by addition of Rochelle's salt solution. The reaction mixture is extracted with CH2Cl2; the combined extracts are dried over MgSO4 and concentrated in vacuo to afford the title 6-azatryptamine product, which is used directly in step 4, below. Reactants: ClC=1C=CC(=C(C1)S(=O)(=O)OC=1C=C(OCCCON)C=C(C1)C)OC (3-[3-(5-chloro-2-methoxyphenylsulfonyloxy)-5-methylphenoxy]propoxyamine), Cl.N1(N=CC=C1)C(=N)N (1H-pyrazole-1-carboxamidine hydrochloride), Cl.N1(N=CC=C1)C(=N)N (1H-pyrazole-1-carboxamidine hydrochloride). Solvent: CN(C=O)C (N,N-dimethylformamide). Run at time 2.5 hour. Yields the product Cl.ClC=1C=CC(=C(C1)S(=O)(=O)OC=1C=C(OCCCONC(=N)N)C=C(C1)C)OC (3-[3-(5-Chloro-2-methoxyphenylsulfonyloxy)-5-methylphenoxy]propoxyguanidine hydrochloride). Yield: 96.0%. Reaction SMILES: [Cl:1][C:2]1[CH:3]=[CH:4][C:5]([O:25][CH3:26])=[C:6]([S:8]([O:11][C:12]2[CH:13]=[C:14]([CH:21]=[C:22]([CH3:24])[CH:23]=2)[O:15][CH2:16][CH2:17][CH2:18][O:19][NH2:20])(=[O:10])=[O:9])[CH:7]=1.Cl.[N:28]1([C:33](N)=[NH:34])C=CC=N1>CN(C)C=O>[ClH:1].[Cl:1][C:2]1[CH:3]=[CH:4][C:5]([O:25][CH3:26])=[C:6]([S:8]([O:11][C:12]2[CH:13]=[C:14]([CH:21]=[C:22]([CH3:24])[CH:23]=2)[O:15][CH2:16][CH2:17][CH2:18][O:19][NH:20][C:33]([NH2:34])=[NH:28])(=[O:10])=[O:9])[CH:7]=1 |f:1.2,4.5|. Reported procedure: A mixture of 3-[3-(5-chloro-2-methoxyphenylsulfonyloxy)-5-methylphenoxy]propoxyamine (265 mg, 0.66 mmol, prepared in the preceding step) and 1H-pyrazole-1-carboxamidine hydrochloride (196 mg, 1.33 mmol) in anhydrous N,N-dimethylformamide (3 mL) was stirred at ambient temperature for 2.5 h. Additional 1H-pyrazole-1-carboxamidine hydrochloride (97 mg, 0.66 mmol) was added and the reaction was stirred at ambient temperature for 3 days. N,N-Dimethylformamide was removed in vacuo, then acetonitrile (... Reactants: C(C)(=O)[C@H]1C([C@H](C1)C(=O)OC(C)(C)C)(C)C ((1S,3R)-tert-butyl 3-acetyl-2,2-dimethylcyclobutanecarboxylate), O1CCOCC1 (dioxane). Run at time 3 hour. The product is C(C)(C)(C)OC(=O)[C@@H]1C([C@@H](C1)C(=O)O)(C)C ((1R,3S)-3-(tert-butoxycarbonyl)-2,2-dimethylcyclobutanecarboxylic acid). Isolated yield 78.0%. RXN SMILES: [C:1]([C@@H:4]1[CH2:7][C@H:6]([C:8]([O:10][C:11]([CH3:14])([CH3:13])[CH3:12])=[O:9])[C:5]1([CH3:16])[CH3:15])(=[O:3])C.[O:17]1CCOCC1>>[C:11]([O:10][C:8]([C@H:6]1[CH2:7][C@@H:4]([C:1]([OH:3])=[O:17])[C:5]1([CH3:16])[CH3:15])=[O:9])([CH3:14])([CH3:13])[CH3:12]. Procedure details: A stirred solution of (1S,3R)-tert-butyl 3-acetyl-2,2-dimethylcyclobutanecarboxylate (2.4 g, 10.62 mmol) in dioxane (270 ml) aqueous NaOBr solution (about 180 ml) was added slowly at about 0° C. and stirred at the same temperature for about 3 hours then allowed to stirred at room temperature for about 4 hours (the yellow colored solution turned to white color). After completion of the reaction (monitored by TLC), the reaction mixture was washed with methyl t-butyl ether (3×150 ml), the aqueous l... The reactants are NC1=C(C=C(C=C1Cl)C(O)CN(CC1=CC=CC=C1)CCCCCCOCC#CC1=CC2=CC=C(C=C2C=C1)OC)Cl (4-amino-3,5-dichloro-α-[[[6-[[3-[6-methoxy-2-naphthalenyl]-2-propynyl]oxy]hexyl](phenylmethyl)amino]methyl]benzenemethanol), Cl (hydrochloric acid). The reagents and catalysts are [Pd] (palladium on charcoal). Run in C(C)O (ethanol), C(C)O (ethanol). Product: NC1=C(C=C(C=C1Cl)C(O)CNCCCCCCOCCCC1=CC2=CC=C(C=C2C=C1)OC)Cl (4-Amino-3,5-dichloro-α-[[[6-[3-(6-methoxy-2-naphthalenyl)propoxy]hexyl]amino]methyl]benzenemethanol). Yield: 53.9%. RXN SMILES: [NH2:1][C:2]1[C:7]([Cl:8])=[CH:6][C:5]([CH:9]([CH2:11][N:12]([CH2:20][CH2:21][CH2:22][CH2:23][CH2:24][CH2:25][O:26][CH2:27][C:28]#[C:29][C:30]2[CH:39]=[CH:38][C:37]3[C:32](=[CH:33][CH:34]=[C:35]([O:40][CH3:41])[CH:36]=3)[CH:31]=2)CC2C=CC=CC=2)[OH:10])=[CH:4][C:3]=1[Cl:42].Cl>C(O)C.[Pd]>[NH2:1][C:2]1[C:3]([Cl:42])=[CH:4][C:5]([CH:9]([CH2:11][NH:12][CH2:20][CH2:21][CH2:22][CH2:23][CH2:24][CH2:25][O:26][CH2:27][CH2:28][CH2:29][C:30]2[CH:39]=[CH:38][C:37]3[C:32](=[CH:33][CH:34]=[C:35]([O:40][CH3:41])[CH:36]=3)[CH:31]=2)[OH:10])=[CH:6][C:7]=1[Cl:8]. Reported procedure: A solution of 4-amino-3,5-dichloro-α-[[[6-[[3-[6-methoxy-2-naphthalenyl]-2-propynyl]oxy]hexyl](phenylmethyl)amino]methyl]benzenemethanol (1.11 g) in absolute ethanol (50 ml) was hydrogenated over pre-reduced 10% palladium on charcoal catalyst (0.4 g) in absolute ethanol (10 ml) containing hydrochloric acid (1:9 conc. hydrochloric acid/ethanol, 1.67 ml). The mixture was filtered through hyflo and evaporated in vacuo to give an oil. The oil was partitioned between dichloromethane (150 ml) and 8% s... The reactants are N1=CC=CC=C1 (pyridine), Cl.C(CCC)NN=CNC1=CC=C(C(=O)O)C=C1 (4-n-butylaminoiminomethylaminobenzoic acid.hydrochloride), Cl.C(N)(=N)C=1C=C2C=CC(=C(C2=CC1)CC(N)=O)O (6-amidino-1-carbamoylmethyl-2-naphthol.hydrochloride), C1CCC(CC1)N=C=NC2CCCCC2 (DCC). The reagents and catalysts are CN(C)C=1C=CN=CC1 (DMAP). Run in C(C)C(=O)C.O.C(C)(=O)O (methyl ethyl ketone water acetic acid). Conditions: time 2 hour. The product is Cl.Cl.C(CCC)NN=CNC1=CC=C(C(=O)OC2=C(C3=CC=C(C=C3C=C2)C(N)=N)CC(N)=O)C=C1 (6-amidino-1-carbamoylmethyl-2-naphthyl 4-n-butylaminoiminomethylaminobenzoate.dihydrochloride). The yield is 107.0%. RXN SMILES: N1C=CC=CC=1.[ClH:7].[CH2:8]([NH:12][N:13]=[CH:14][NH:15][C:16]1[CH:24]=[CH:23][C:19]([C:20]([OH:22])=[O:21])=[CH:18][CH:17]=1)[CH2:9][CH2:10][CH3:11].Cl.[C:26]([C:29]1[CH:30]=[C:31]2[C:36](=[CH:37][CH:38]=1)[C:35]([CH2:39][C:40](=[O:42])[NH2:41])=[C:34](O)[CH:33]=[CH:32]2)(=[NH:28])[NH2:27].C1CCC(N=C=NC2CCCCC2)CC1>CN(C1C=CN=CC=1)C.C(C(C)=O)C.O.C(O)(=O)C>[ClH:7].[ClH:7].[CH2:8]([NH:12][N:13]=[CH:14][NH:15][C:16]1[CH:17]=[CH:18][C:19]([C:20]([O:22][C:34]2[CH:33]=[CH:32][C:31]3[C:36](=[CH:37][CH:38]=[C:29]([C:26](=[NH:27])[NH2:28])[CH:30]=3)[C:35]=2[CH2:39][C:40](=[O:42])[NH2:41])=[O:21])=[CH:23][CH:24]=1)[CH2:9][CH2:10][CH3:11] |f:1.2,3.4,7.8.9,10.11.12|. Procedure details: 30 Milliliters of 20% hydrous pyridine was added to 1.6 g of 4-n-butylaminoiminomethylaminobenzoic acid.hydrochloride, 1.5 g of 6-amidino-1-carbamoylmethyl-2-naphthol.hydrochloride, 1.33 g of DCC and 65.5 mg of DMAP, followed by stirring for 2 hours under cooling with ice and then 4 days at room temperature. Then, the precipitate was filtered and the filtrate was concentrated under reduced pressure. To the residue was added 20 ml of DMF, and the solution was added dropwise to a mixed liquid of 3... Reported procedure: Treatment of (±)-(4-chloro-3,6,7,8-tetrahydro-2H-indeno[4,5-b]furan-2-yl)methyl 4-methylbenzenesulfonate (4.0 g, 10.6 mmol) with sodium azide (2.75 g, 42.2 mmol) generally according to the procedure described for Intermediate 24 gave (±)-(4-chloro-3,6,7,8-tetrahydro-2H-indeno[4,5-b]furan-2-yl)methyl azide. Treatment of the azide with sulfided platinum on carbon (5 wt. %, 0.63 g) followed by hydrogen chloride (3 mL, 4 M in isopropanol) generally according to the procedure described for Example 2 ... RXN SMILES: CC1C=CC(S(O[CH2:12][CH:13]2[O:17][C:16]3[C:18]4[CH2:19][CH2:20][CH2:21][C:22]=4[CH:23]=[C:24]([Cl:25])[C:15]=3[CH2:14]2)(=O)=O)=CC=1.[N-:26]=[N+:27]=[N-:28].[Na+]>>[Cl:25][C:24]1[C:15]2[CH2:14][CH:13]([CH2:12][N:26]=[N+:27]=[N-:28])[O:17][C:16]=2[C:18]2[CH2:19][CH2:20][CH2:21][C:22]=2[CH:23]=1 |f:1.2|. Product: ClC1=CC=2CCCC2C=2OC(CC21)CN=[N+]=[N-] ((±)-(4-chloro-3,6,7,8-tetrahydro-2H-indeno[4,5-b]furan-2-yl)methyl azide). Starting materials: CC1=CC=C(C=C1)S(=O)(=O)OCC1CC2=C(O1)C=1CCCC1C=C2Cl ((±)-(4-chloro-3,6,7,8-tetrahydro-2H-indeno[4,5-b]furan-2-yl)methyl 4-methylbenzenesulfonate), [N-]=[N+]=[N-].[Na+] (sodium azide), Intermediate 24. Reactants: COC(C1=CC(=CC=C1)Br)=O (3-bromo-benzoic acid methyl ester), C1(CCCCC1)/C=C(/CO)\B1OC(C(O1)(C)C)(C)C ((E)-3-cyclohexyl-2-(4,4,5,5-tetramethyl-[1,3,2]dioxaborolan-2-yl)-prop-2-en-1-ol), [F-].[Cs+] (cesium fluoride). The reagents and catalysts are C1(=CC=CC=C1)P(C1=CC=CC=C1)(C1=CC=CC=C1)[Pd-4](P(C1=CC=CC=C1)(C1=CC=CC=C1)C1=CC=CC=C1)(P(C1=CC=CC=C1)(C1=CC=CC=C1)C1=CC=CC=C1)P(C1=CC=CC=C1)(C1=CC=CC=C1)C1=CC=CC=C1 (tetrakis(triphenylphosphino)palladium(0)). The solvent is O1CCOCC1 (dioxane). Yields the product COC(C1=CC(=CC=C1)/C(=C\C1CCCCC1)/CO)=O ((E)-3-(2-Cyclohexyl-1-hydroxymethyl-vinyl)-benzoic acid methyl ester). Yield: 74.7%. RXN SMILES: [CH3:1][O:2][C:3](=[O:11])[C:4]1[CH:9]=[CH:8][CH:7]=[C:6](Br)[CH:5]=1.[CH:12]1(/[CH:18]=[C:19](\B2OC(C)(C)C(C)(C)O2)/[CH2:20][OH:21])[CH2:17][CH2:16][CH2:15][CH2:14][CH2:13]1.[F-].[Cs+]>O1CCOCC1.C1(P([Pd-4](P(C2C=CC=CC=2)(C2C=CC=CC=2)C2C=CC=CC=2)(P(C2C=CC=CC=2)(C2C=CC=CC=2)C2C=CC=CC=2)P(C2C=CC=CC=2)(C2C=CC=CC=2)C2C=CC=CC=2)(C2C=CC=CC=2)C2C=CC=CC=2)C=CC=CC=1>[CH3:1][O:2][C:3](=[O:11])[C:4]1[CH:9]=[CH:8][CH:7]=[C:6](/[C:19](/[CH2:20][OH:21])=[CH:18]\[CH:12]2[CH2:17][CH2:16][CH2:15][CH2:14][CH2:13]2)[CH:5]=1 |f:2.3|. Procedure details: Following the method of example 46a, Suzuki coupling of 3-bromo-benzoic acid methyl ester (1.05 g, 4.88 mmol) with (E)-3-cyclohexyl-2-(4,4,5,5-tetramethyl-[1,3,2]dioxaborolan-2-yl)-prop-2-en-1-ol (1.48 g, 5.56 mmol) in the presence of tetrakis(triphenylphosphino)palladium(0) (0.32 g, 0.28 mmol) and cesium fluoride (2.2 g, 14 mmol) in dioxane (15 mL) gives the title compound (1.0 g). MS (m/e): 257 (M+H−H2O). Procedure details: Initially, 8-Bromo-2-tetralone was prepared by substituting 2-bromophenylacetylchloride in the procedure described in A. H. Horn, C. J. Grol, D. Dijkstra, A. H. Mulder, J. Med. Chem. 21, 825 (1978). Next, 8-bromo-2-tetralone (25 g, 111.1 mmol), S-(-)-alpha-methylbenzylamine (71.5 ml, 5 eq.), acetic acid (80 ml), 4 A molecular sieves (15 ml), THF (125 ml) and methanol (125 ml) were introduced into a flask and cooled to 0°. Sodium cyanoborohydride (15.1 g, 2 eq.) was added in portions over a 15 mi... Reactants: BrC1=C(C=CC=C1)CC(=O)Cl (2-bromophenylacetylchloride), BrC=1C=CC=C2CCC(CC12)=O (8-bromo-2-tetralone), S-(-)-alpha-methylbenzylamine, C(C)(=O)O (acetic acid), C(#N)[BH3-].[Na+] (Sodium cyanoborohydride). Run in CO (methanol), C1CCOC1 (THF). As a reaction SMILES: Br[C:2]1[CH:7]=[CH:6][CH:5]=[CH:4][C:3]=1[CH2:8][C:9](Cl)=O.[Br:12][C:13]1[CH:14]=[CH:15][CH:16]=[C:17]2[C:22]=1[CH2:21][C:20](=[O:23])[CH2:19][CH2:18]2.C(O)(=O)C.C([BH3-])#[N:29].[Na+]>CO.C1COCC1>[Br:12][C:13]1[CH:14]=[CH:15][CH:16]=[C:17]2[C:22]=1[CH2:21][C:20](=[O:23])[CH2:19][CH2:18]2.[Br:12][C:13]1[CH:14]=[CH:15][CH:16]=[C:17]2[C:22]=1[CH2:21][CH:20]([NH:29][C@@H:8]([CH3:9])[C:3]1[CH:4]=[CH:5][CH:6]=[CH:7][CH:2]=1)[CH2:19][CH2:18]2 |f:3.4|. Yields the product BrC=1C=CC=C2CCC(CC12)=O (8-Bromo-2-tetralone), BrC=1C=CC=C2CCC(CC12)N[C@H](C1=CC=CC=C1)C (8-bromo-N-[(S)-alpha-methylbenzyl]-2-aminotetralin). Run at time 3 hour. The reactants are CN(C)c1ccncc1, CO, CC1CCC(C(C)C)C(OC(=O)Cl)C1, ClCCl, O=C(Nc1ncc(C(c2ccccc2Cl)N2CCC(O)C2)s1)C1(c2ccc3c(c2)OCO3)CC1. Product: CC1CCC(C(C)C)C(OC(=O)OC2CCN(C(c3cnc(NC(=O)C4(c5ccc6c(c5)OCO6)CC4)s3)c3ccccc3Cl)C2)C1. As a reaction SMILES: [CH3:52][N:53]([CH3:54])[c:55]1[cH:56][cH:57][n:58][cH:59][cH:60]1.[CH3:61][OH:62].[Cl:35][C:36](=[O:37])[O:38][CH:39]1[CH:40]([CH:46]([CH3:47])[CH3:48])[CH2:41][CH2:42][CH:43]([CH3:45])[CH2:44]1.[Cl:49][CH2:50][Cl:51].[O:1]1[CH2:2][O:3][c:4]2[c:5]1[cH:6][cH:7][c:8]([C:10]1([C:13](=[O:14])[NH:15][c:16]3[s:17][c:18]([CH:21]([N:22]4[CH2:23][CH:24]([OH:27])[CH2:25][CH2:26]4)[c:28]4[c:29]([Cl:34])[cH:30][cH:31][cH:32][cH:33]4)[cH:19][n:20]3)[CH2:11][CH2:12]1)[cH:9]2>>[O:1]1[CH2:2][O:3][c:4]2[c:5]1[cH:6][cH:7][c:8]([C:10]1([C:13](=[O:14])[NH:15][c:16]3[s:17][c:18]([CH:21]([N:22]4[CH2:23][CH:24]([O:27][C:36](=[O:37])[O:38][CH:39]5[CH:40]([CH:46]([CH3:47])[CH3:48])[CH2:41][CH2:42][CH:43]([CH3:45])[CH2:44]5)[CH2:25][CH2:26]4)[c:28]4[c:29]([Cl:34])[cH:30][cH:31][cH:32][cH:33]4)[cH:19][n:20]3)[CH2:11][CH2:12]1)[cH:9]2. Starting materials: ClC(C(=O)OCC)C(C(C)C)=O (ethyl 2-chloro-4-methyl-3-oxo-pentanoate), C(C)(=O)[O-].[NH4+] (ammonium acetate). The solvent is CO (methanol). Product: NC(=C(C(=O)OCC)Cl)C(C)C (Ethyl 3-amino-2-chloro-4-methyl-2-pentenoate). Yield: 88.0%. Reaction SMILES: [Cl:1][CH:2]([C:8](=O)[CH:9]([CH3:11])[CH3:10])[C:3]([O:5][CH2:6][CH3:7])=[O:4].C([O-])(=O)C.[NH4+:17]>CO>[NH2:17][C:8]([CH:9]([CH3:11])[CH3:10])=[C:2]([Cl:1])[C:3]([O:5][CH2:6][CH3:7])=[O:4] |f:1.2|. Reported procedure: 59.5 g (0.31 mol) of ethyl 2-chloro-4-methyl-3-oxo-pentanoate are reacted with 59.8 g (0.78 mol) of ammonium acetate in 120 ml of methanol and worked up in analogy to Example 2. Yield: 88.0% [GC]